From a dataset of the Open Reaction Database (ORD), a public repository of structured organic reaction records. describe an organic reaction: reactants, conditions, products, and yield Reactants: FC1=C(CBr)C=CC=C1 (2-fluorobenzyl bromide), S(=S)(=O)([O-])[O-].[Na+].[Na+] (sodium thiosulfate), C([O-])(O)=O.[Na+] (sodium bicarbonate), NC1=NC(=NC(=C1)O)O (4-amino-2,6-dihydroxypyrimidine), C[Si](C)(C)N[Si](C)(C)C (hexamethyldisilizane). Reagents/catalysts: II (iodine), S(=O)(=O)([O-])[O-].[NH4+].[NH4+] (ammonium sulfate). The solvent is C1(=CC=CC=C1)C (toluene). Conditions: temperature 25 celsius, time 8 hour. Yields the product NC1=CC(N(C(N1)=O)CC1=C(C=CC=C1)F)=O (6-amino-3-(2-fluoro-benzyl)-1H-pyrimidine-2,4-dione). The yield is 111.9%. RXN SMILES: [NH2:1][C:2]1[CH:7]=[C:6]([OH:8])[N:5]=[C:4]([OH:9])[N:3]=1.C[Si](N[Si](C)(C)C)(C)C.[F:19][C:20]1[CH:27]=[CH:26][CH:25]=[CH:24][C:21]=1[CH2:22]Br.S([O-])([O-])(=O)=S.[Na+].[Na+].C(=O)(O)[O-].[Na+]>S([O-])([O-])(=O)=O.[NH4+].[NH4+].II.C1(C)C=CC=CC=1>[NH2:1][C:2]1[NH:3][C:4](=[O:9])[N:5]([CH2:22][C:21]2[CH:24]=[CH:25][CH:26]=[CH:27][C:20]=2[F:19])[C:6](=[O:8])[CH:7]=1 |f:3.4.5,6.7,8.9.10|. Reported procedure: A mixture of 4-amino-2,6-dihydroxypyrimidine (10 g, 79.0 mmol), ammonium sulfate (570 mg, 3.95 mmol), and hexamethyldisilizane (60 mL, 292.3 mmol) was heated to reflux for 3.25 h. At this time, the reaction was cooled to 25° C. and concentrated in vacuo to afford a white solid. The solid was mixed with toluene (12 mL) under argon and then treated with 2-fluorobenzyl bromide (12.6 mL, 102.7 mmol) and iodine (470 mg, 1.58 mmol). This mixture was heated to reflux for 2 h. A brown suspension was for... Reactants: C1(=CC=CC=C1)P(C1=CC=CC=C1)C1=CC=CC=C1 (triphenylphosphine), ClC1=CC=C(CCl)C=C1 (4-chlorobenzyl chloride). Solvent: C=1(C(=CC=CC1)C)C (xylene). Conditions: time 8 hour. Yields the product [Cl-].ClC1=CC=C(C=C1)C[P+](C1=CC=CC=C1)(C1=CC=CC=C1)C1=CC=CC=C1 ([(4-Chlorophenyl)methyl]triphenylphosphonium chloride). The yield is 126.3%. RXN SMILES: [C:1]1([P:7]([C:14]2[CH:19]=[CH:18][CH:17]=[CH:16][CH:15]=2)[C:8]2[CH:13]=[CH:12][CH:11]=[CH:10][CH:9]=2)[CH:6]=[CH:5][CH:4]=[CH:3][CH:2]=1.[Cl:20][C:21]1[CH:28]=[CH:27][C:24]([CH2:25]Cl)=[CH:23][CH:22]=1>C1(C)C(C)=CC=CC=1>[Cl-:20].[Cl:20][C:21]1[CH:28]=[CH:27][C:24]([CH2:25][P+:7]([C:1]2[CH:2]=[CH:3][CH:4]=[CH:5][CH:6]=2)([C:8]2[CH:13]=[CH:12][CH:11]=[CH:10][CH:9]=2)[C:14]2[CH:15]=[CH:16][CH:17]=[CH:18][CH:19]=2)=[CH:23][CH:22]=1 |f:3.4|. Procedure: A stirred solution of 158 g, (0.6 mole) of triphenylphosphine in 800 ml of xylene is treated with 97 g of 4-chlorobenzyl chloride. The resulting solution is heated (product begins to crystallize at this point) and refluxed for six hours. After standing overnight at room temperature, the solid is filtered, washed with xylene and then with ethyl acetate, and dried in a desiccator to yield 161 g of colorless solid [(4-chlorophenyl)methyl]triphenylphosphonium chloride; m.p. 283°-285°. The reactants are C1CCOC1, [Li]CCCC, CCOC(=O)Cc1c(C)cc(C)cc1C, CC#N, Cl. The product is Cc1cc(C)c(CC(=O)CC#N)c(C)c1. Reaction SMILES: [CH2:25]1[O:26][CH2:27][CH2:28][CH2:29]1.[CH2:4]([Li:5])[CH2:6][CH2:7][CH3:8].[CH2:9]([O:11][C:12](=[O:10])[CH2:13][c:14]1[c:15]([CH3:22])[cH:16][c:17]([CH3:21])[cH:18][c:19]1[CH3:20])[CH3:23].[CH3:1][C:2]#[N:3].[ClH:24]>>[CH2:1]([C:2]#[N:3])[C:12](=[O:11])[CH2:13][c:14]1[c:15]([CH3:22])[cH:16][c:17]([CH3:21])[cH:18][c:19]1[CH3:20]. Starting materials: O=C1C=CC(COCc2ccccc2)O1, [Hg], O=C(c1ccccc1)c1ccccc1, C1COCO1. The product is O=C1CC(C2OCCO2)C(COCc2ccccc2)O1. Reaction SMILES: [CH2:1]([c:2]1[cH:3][cH:4][cH:5][cH:6][cH:7]1)[O:8][CH2:9][CH:10]1[CH:11]=[CH:12][C:13](=[O:15])[O:14]1.[Hg:35].[O:16]=[C:17]([c:18]1[cH:19][cH:20][cH:21][cH:22][cH:23]1)[c:24]1[cH:25][cH:26][cH:27][cH:28][cH:29]1.[O:30]1[CH2:31][O:32][CH2:33][CH2:34]1>>[CH2:1]([c:2]1[cH:3][cH:4][cH:5][cH:6][cH:7]1)[O:8][CH2:9][CH:10]1[CH:11]([CH:31]2[O:30][CH2:34][CH2:33][O:32]2)[CH2:12][C:13](=[O:15])[O:14]1. The reactants are CCOC(=O)c1ccc(-c2cnc(N(Cc3ccc(OC)cc3)C(=O)OC(C)(C)C)s2)cc1, O=C(O)C(F)(F)F. Product: CCOC(=O)c1ccc(-c2cnc(N)s2)cc1. As a reaction SMILES: [CH2:8]([CH3:9])[O:10][C:11]([c:12]1[cH:13][cH:14][c:15](-[c:18]2[cH:19][n:20][c:21]([N:23]([C:24]([O:25][C:26]([CH3:27])([CH3:28])[CH3:29])=[O:30])[CH2:31][c:32]3[cH:33][cH:34][c:35]([O:36][CH3:37])[cH:38][cH:39]3)[s:22]2)[cH:16][cH:17]1)=[O:40].[OH:1][C:2]([C:3]([F:4])([F:5])[F:6])=[O:7]>>[CH2:8]([CH3:9])[O:10][C:11]([c:12]1[cH:13][cH:14][c:15](-[c:18]2[cH:19][n:20][c:21]([NH2:23])[s:22]2)[cH:16][cH:17]1)=[O:40]. Starting materials: FC=1C=C(CCl)C=CC1 (3-fluorobenzyl chloride), C(=O)(OC)C1=C2C=3C(CCCC3NC2=CC=C1)=O (5-carbomethoxy-1,2-dihydro-9H-carbazol-4(3H)-one), resultant mixture. Solvent: C(C)(=O)OCC (ethyl acetate), CN(C)C=O (DMF). Run at time 5 minute. Yields the product FC=1C=C(C=CC1)CN1C2=CC=CC(=C2C=2C(CCCC12)=O)C(=O)OC (9-[(3-fluorophenyl)methyl]-5-carbomethoxy-1,2-dihydrocarbazol-4(3H)-one). The yield is 37.4%. As a reaction SMILES: [C:1]([C:5]1[CH:17]=[CH:16][CH:15]=[C:14]2[C:6]=1[C:7]1[C:8](=[O:18])[CH2:9][CH2:10][CH2:11][C:12]=1[NH:13]2)([O:3][CH3:4])=[O:2].[F:19][C:20]1[CH:21]=[C:22]([CH:25]=[CH:26][CH:27]=1)[CH2:23]Cl>CN(C=O)C.C(OCC)(=O)C>[F:19][C:20]1[CH:21]=[C:22]([CH2:23][N:13]2[C:12]3[CH2:11][CH2:10][CH2:9][C:8](=[O:18])[C:7]=3[C:6]3[C:14]2=[CH:15][CH:16]=[CH:17][C:5]=3[C:1]([O:3][CH3:4])=[O:2])[CH:25]=[CH:26][CH:27]=1. Reported procedure: 40% Methanolic Triton B (2.06 mL, 4.53 mM) was slowly added dropwise to a solution of 5-carbomethoxy-1,2-dihydro-9H-carbazol-4(3H)-one (930.0 mg, 3.82 mM) in 5 mL of DMF at 0° C. After 5 minutes, 3-fluorobenzyl chloride (664.0 mg, 4.59 mM) was added and the resultant mixture stirred at 0° C. for 3 h, then at room temperature for 20 hours. The mixture was diluted with ethyl acetate, washed three times with 1 N HCl, three times with H2O, once with saturated brine, dried over anhydrous magnesium su... Starting materials: CCOC(C)=O, ClCCl, O=[Cr](=O)([O-])O[Cr](=O)(=O)[O-], OC(c1ccccc1)c1cnc(C#Cc2ccccc2)s1, c1cc[nH+]cc1, c1cc[nH+]cc1. Yields the product O=C(c1ccccc1)c1cnc(C#Cc2ccccc2)s1. Reaction SMILES: [CH3:46][CH2:47][O:48][C:49]([CH3:50])=[O:51].[Cl:43][CH2:44][Cl:45].[Cr:22]([O:23][Cr:24]([O-:25])(=[O:26])=[O:27])([O-:28])(=[O:29])=[O:30].[c:1]1([CH:7]([OH:8])[c:9]2[cH:10][n:11][c:12]([C:14]#[C:15][c:16]3[cH:17][cH:18][cH:19][cH:20][cH:21]3)[s:13]2)[cH:2][cH:3][cH:4][cH:5][cH:6]1.[nH+:31]1[cH:32][cH:33][cH:34][cH:35][cH:36]1.[nH+:37]1[cH:38][cH:39][cH:40][cH:41][cH:42]1>>[c:1]1([C:7](=[O:8])[c:9]2[cH:10][n:11][c:12]([C:14]#[C:15][c:16]3[cH:17][cH:18][cH:19][cH:20][cH:21]3)[s:13]2)[cH:2][cH:3][cH:4][cH:5][cH:6]1. The reactants are CC(C)C[AlH]CC(C)C (DIBAL-H), ClC1=C(C#N)C=CC(=C1)O (2-chloro-4-hydroxy-benzonitrile), C1CCOC1 (THF), Cl (HCl). Run at temperature -78 celsius, time 1 hour. Product: ClC1=C(C=O)C=CC(=C1)O (2-chloro-4-hydroxy-benzaldehyde). Reaction SMILES: [Cl:1][C:2]1[CH:9]=[C:8]([OH:10])[CH:7]=[CH:6][C:3]=1[C:4]#N.CC(C[AlH]CC(C)C)C.Cl.C1C[O:24]CC1>>[Cl:1][C:2]1[CH:9]=[C:8]([OH:10])[CH:7]=[CH:6][C:3]=1[CH:4]=[O:24]. Procedure: After 2-chloro-4-hydroxy-benzonitrile (2 g, 0.013 mol) was dissolved in anhydrous THF (40 mL), DIBAL-H 1M hexane solution (21.7 mL, 0.032 mol) was added thereto at −78° C., and the mixture was stirred for 1 hour, and then stirred at room temperature for 2 hours. After the termination of the reaction, the reactant was added with 1M HCl at 0° C. and then extracted with EtOAc. The organic layer was separated, dried with MgSO4, and concentrated under reduced pressure to obtain the title compound, wh... Starting materials: OBO, COCCOC, COC(=O)c1cc(OC)ccc1Br, Fc1ccccc1, NC(CO)(CO)CO, [Na+], [Na+], O=C([O-])[O-]. The product is COC(=O)c1cc(OC)ccc1-c1ccc(F)cc1. Reaction SMILES: [BH:14]([OH:15])[OH:16].[CH2:38]([CH2:39][O:40][CH3:41])[O:42][CH3:43].[CH3:1][O:2][C:3]([c:4]1[c:5]([Br:12])[cH:6][cH:7][c:8]([O:10][CH3:11])[cH:9]1)=[O:13].[F:17][c:18]1[cH:19][cH:20][cH:21][cH:22][cH:23]1.[NH2:24][C:25]([CH2:26][OH:27])([CH2:28][OH:29])[CH2:30][OH:31].[Na+:32].[Na+:33].[O-:34][C:35](=[O:36])[O-:37]>>[CH3:1][O:2][C:3]([c:4]1[c:5](-[c:21]2[cH:20][cH:19][c:18]([F:17])[cH:23][cH:22]2)[cH:6][cH:7][c:8]([O:10][CH3:11])[cH:9]1)=[O:13].